This data is from the Open Reaction Database (ORD), a public repository of structured organic reaction records. The task is: describe an organic reaction: reactants, conditions, products, and yield Reactants: ClC1=CN(C2=C1N(C1=C(NC2=O)C=CC=C1)C(CN1CCC(CC1)CCCCN(CC)CC)=O)C (3-chloro-4-[[4-[4-(diethylamino)-butyl]-1-piperidinyl]acetyl ]-1-methyl-1,4,9,10-tetrahydropyr rolo[3,2-b][1,5]benzodiazepin- 10-one), C(C)#N (acetonitrile). Reagents/catalysts: [Pd] (palladium), [Pd] (palladium). Solvent: C(=O)O (formic acid), C(=O)O (formic acid), C(=O)O (formic acid), CN(C=O)C (dimethylformamide). Product: C(C)N(CCCCC1CCN(CC1)CC(=O)N1C2=C(C(NC3=C1C=CC=C3)=O)N(C=C2)C)CC (4-[[4-[4-(Diethylamino)butyl]-1-piperidinyl]acetyl]- 1-methyl-1,4,9,10-tetrahydropyrrolo [ 3,2-b][1,5]benzodiazepin-10-one). Reaction SMILES: Cl[C:2]1[C:6]2[N:7]([C:17](=[O:34])[CH2:18][N:19]3[CH2:24][CH2:23][CH:22]([CH2:25][CH2:26][CH2:27][CH2:28][N:29]([CH2:32][CH3:33])[CH2:30][CH3:31])[CH2:21][CH2:20]3)[C:8]3[CH:16]=[CH:15][CH:14]=[CH:13][C:9]=3[NH:10][C:11](=[O:12])[C:5]=2[N:4]([CH3:35])[CH:3]=1.C(#N)C>C(O)=O.CN(C)C=O.[Pd]>[CH2:32]([N:29]([CH2:30][CH3:31])[CH2:28][CH2:27][CH2:26][CH2:25][CH:22]1[CH2:23][CH2:24][N:19]([CH2:18][C:17]([N:7]2[C:8]3[CH:16]=[CH:15][CH:14]=[CH:13][C:9]=3[NH:10][C:11](=[O:12])[C:5]3[N:4]([CH3:35])[CH:3]=[CH:2][C:6]2=3)=[O:34])[CH2:20][CH2:21]1)[CH3:33]. Reported procedure: 4.715 g (9.7 millimol) of 3-chloro-4-[[4-[4-(diethylamino)-butyl]-1-piperidinyl]acetyl ]-1-methyl-1,4,9,10-tetrahydropyr rolo[3,2-b][1,5]benzodiazepin- 10-one were dissolved in a mixture of 5 ml of 85% formic acid and 25 ml of dimethylformamide and after the addition of 0.5 g of 10% palladium/activated charcoal the mixture was refluxed for 3 hours. 7.0 ml of formic acid were added, the mixture was refluxed for a further 6 hours and then, after the addition of a further 4.0 ml of formic acid and ...